From a dataset of the Open Reaction Database (ORD), a public repository of structured organic reaction records. describe an organic reaction: reactants, conditions, products, and yield The reactants are ( 21.3 ), ClC(C(=O)Cl)Cl (dichloroacetyl chloride), C(C)C1OC(CN1)C1=CC=CC=C1 (2-ethyl-5-phenyl oxazolidine), C1=CC=CC=C1 (benzene). Solvent: C(C)N(CC)CC (triethylamine). Conditions: time 30 minute. Yields the product C(C)C1OC(CN1C(C(Cl)Cl)=O)C1=CC=CC=C1 (2-ethyl-3-dichloroacetyl-5-phenyl oxazolidine). RXN SMILES: [CH2:1]([CH:3]1[NH:7][CH2:6][CH:5]([C:8]2[CH:13]=[CH:12][CH:11]=[CH:10][CH:9]=2)[O:4]1)[CH3:2].C1C=CC=CC=1.[Cl:20][CH:21]([Cl:25])[C:22](Cl)=[O:23]>C(N(CC)CC)C>[CH2:1]([CH:3]1[N:7]([C:22](=[O:23])[CH:21]([Cl:25])[Cl:20])[CH2:6][CH:5]([C:8]2[CH:13]=[CH:12][CH:11]=[CH:10][CH:9]=2)[O:4]1)[CH3:2]. Procedure details: Twenty-one and three tenths (21.3) ml. of a solution containing 5.3 g. of 2-ethyl-5-phenyl oxazolidine was diluted with 25 ml. of benzene and 3.1 g. of triethylamine was added. The mixture was cooled in a room temperature water bath and 4.4 g. of dichloroacetyl chloride was added dropwise with stirring. The stirring was continued for about 30 minutes after addition was complete. The solution was washed with water, separated, dried over magnesium sulfate and removed under vacuum. There was obtain... Reactants: [N+](=O)([O-])C1=CC=C(C=O)C=C1 (p-nitrobenzaldehyde), [Cl-].NN1C(=[N+](C=C1)N=CC1=CC=C(C=C1)N(C)C)CC (3-amino-1-[[p-(dimethylamino)benzylidene]amino]-2-ethylimidazolium chloride). Solvent: C(C)(=O)O (acetic acid). Run at time 16 hour. Product: [Cl-].CN(C1=CC=C(C=N[N+]2=C(N(C=C2)N=CC2=CC=C(C=C2)[N+](=O)[O-])CC)C=C1)C (1-[[p-(dimethylamino)benzylidene]amino]-2-ethyl-3-[(p-nitrobenzylidene)amino]imidazolium chloride). RXN SMILES: [N+:1]([C:4]1[CH:11]=[CH:10][C:7]([CH:8]=O)=[CH:6][CH:5]=1)([O-:3])=[O:2].[Cl-:12].[NH2:13][N:14]1[CH:18]=[CH:17][N+:16]([N:19]=[CH:20][C:21]2[CH:26]=[CH:25][C:24]([N:27]([CH3:29])[CH3:28])=[CH:23][CH:22]=2)=[C:15]1[CH2:30][CH3:31]>C(O)(=O)C>[Cl-:12].[CH3:29][N:27]([CH3:28])[C:24]1[CH:23]=[CH:22][C:21]([CH:20]=[N:19][N+:16]2[CH:17]=[CH:18][N:14]([N:13]=[CH:8][C:7]3[CH:10]=[CH:11][C:4]([N+:1]([O-:3])=[O:2])=[CH:5][CH:6]=3)[C:15]=2[CH2:30][CH3:31])=[CH:26][CH:25]=1 |f:1.2,4.5|. Procedure: 0.61 g (4 mmol) of p-nitrobenzaldehyde is added to a solution of 1.19 g (4 mmol) of 3-amino-1-[[p-(dimethylamino)benzylidene]amino]-2-ethylimidazolium chloride in 10 ml of glacial acetic acid, the mixture is stirred at room temperature for 16 hours and the product is precipitated by the addition of ether. The product is then filtered off and recrystallized from ethanol. There is obtained 1-[[p-(dimethylamino)benzylidene]amino]-2-ethyl-3-[(p-nitrobenzylidene)amino]imidazolium chloride of melting ... Reactants: C1CCOC1, COC(=O)C=C(Cc1cc(F)c(F)cc1F)NC(=O)OC(C)(C)C, N#N. Yields the product COC(=O)CC(Cc1cc(F)c(F)cc1F)NC(=O)OC(C)(C)C. As a reaction SMILES: [CH2:27]1[O:28][CH2:29][CH2:30][CH2:31]1.[CH3:1][O:2][C:3]([CH:4]=[C:5]([CH2:6][c:7]1[c:8]([F:15])[cH:9][c:10]([F:14])[c:11]([F:13])[cH:12]1)[NH:16][C:17](=[O:18])[O:19][C:20]([CH3:21])([CH3:22])[CH3:23])=[O:24].[N:25]#[N:26]>>[CH3:1][O:2][C:3]([CH2:4][CH:5]([CH2:6][c:7]1[c:8]([F:15])[cH:9][c:10]([F:14])[c:11]([F:13])[cH:12]1)[NH:16][C:17](=[O:18])[O:19][C:20]([CH3:21])([CH3:22])[CH3:23])=[O:24]. Reactants: Brc1cnc2[nH]ccc2c1, C1CCOC1, CCOC(C)=O, ClCCl, [H-], [Na+], O=S(=O)(Cl)c1ccccc1. Product: O=S(=O)(c1ccccc1)n1ccc2cc(Br)cnc21. RXN SMILES: [Br:1][c:2]1[cH:3][c:4]2[c:5]([n:6][cH:7]1)[nH:8][cH:9][cH:10]2.[CH2:29]1[O:30][CH2:31][CH2:32][CH2:33]1.[CH3:23][CH2:24][O:25][C:26](=[O:27])[CH3:28].[Cl:34][CH2:35][Cl:36].[H-:12].[Na+:11].[c:13]1([S:19](=[O:20])(=[O:21])[Cl:22])[cH:14][cH:15][cH:16][cH:17][cH:18]1>>[Br:1][c:2]1[cH:3][c:4]2[c:5]([n:6][cH:7]1)[n:8]([S:19]([c:13]1[cH:14][cH:15][cH:16][cH:17][cH:18]1)(=[O:20])=[O:21])[cH:9][cH:10]2. Reactants: CCOC(=O)c1cnc(N)c2c(COc3cc(-c4cn(Cc5ccc(Cl)cc5)nn4)ccc3C)csc12, CS(C)=O, NCCO. Yields the product Cc1ccc(-c2cn(Cc3ccc(Cl)cc3)nn2)cc1OCc1csc2c(C(=O)NCCO)cnc(N)c12. RXN SMILES: [CH2:1]([O:2][C:4](=[O:5])[c:6]1[c:7]2[c:8]([c:9]([NH2:12])[n:10][cH:11]1)[c:13]([CH2:16][O:17][c:18]1[c:19]([CH3:37])[cH:20][cH:21][c:22](-[c:24]3[n:25][n:26][n:27]([CH2:29][c:30]4[cH:31][cH:32][c:33]([Cl:36])[cH:34][cH:35]4)[cH:28]3)[cH:23]1)[cH:14][s:15]2)[CH3:3].[CH3:42][S:43]([CH3:44])=[O:45].[NH2:38][CH2:39][CH2:40][OH:41]>>[C:4](=[O:5])([c:6]1[c:7]2[c:8]([c:9]([NH2:12])[n:10][cH:11]1)[c:13]([CH2:16][O:17][c:18]1[c:19]([CH3:37])[cH:20][cH:21][c:22](-[c:24]3[n:25][n:26][n:27]([CH2:29][c:30]4[cH:31][cH:32][c:33]([Cl:36])[cH:34][cH:35]4)[cH:28]3)[cH:23]1)[cH:14][s:15]2)[NH:38][CH2:39][CH2:40][OH:41]. Reactants: [N+](=O)([O-])C=1C=C(C=O)C=CC1 (3-Nitrobenzaldehyde), ClC(C(CC(=O)OCC)=O)(Cl)Cl (ethyl 4,4,4-trichloro-3-oxobutanoate), N1CCCCC1 (piperidine), C(CCCCC)(=O)O (hexanoic acid). Solvent: C1(=CC=CC=C1)C (toluene). Yields the product ClC(C(C(C(=O)OCC)=CC1=CC(=CC=C1)[N+](=O)[O-])=O)(Cl)Cl (Ethyl 4,4,4-trichloro-2-(3-nitrophenylmethylene)-3-oxobutanoate). The yield is 28.9%. RXN SMILES: [N+:1]([C:4]1[CH:5]=[C:6]([CH:9]=[CH:10][CH:11]=1)[CH:7]=O)([O-:3])=[O:2].[Cl:12][C:13]([Cl:23])([Cl:22])[C:14](=[O:21])[CH2:15][C:16]([O:18][CH2:19][CH3:20])=[O:17].N1CCCCC1.C(O)(=O)CCCCC>C1(C)C=CC=CC=1>[Cl:12][C:13]([Cl:22])([Cl:23])[C:14](=[O:21])[C:15](=[CH:7][C:6]1[CH:9]=[CH:10][CH:11]=[C:4]([N+:1]([O-:3])=[O:2])[CH:5]=1)[C:16]([O:18][CH2:19][CH3:20])=[O:17]. Procedure details: 3-Nitrobenzaldehyde (7.55 g, 50 mmoles), ethyl 4,4,4-trichloro-3-oxobutanoate (18.33 g, 59.5 mmoles), piperidine (0.66 ml) and hexanoic acid (0.33 ml) were heated at reflux in toluene (130 ml) for 48 hours using a Dean and Stark apparatus. The mixture was cooled, evaporated to dryness in vacuo and crystallised by trituration with ethyl acetate/petroleum ether (60°-80°). Recrystallisation from 2-propanol gave the sub-title compound (5.3 g) mp 105.5°-7°. The reactants are O=C(OCc1ccccc1)C1CC(O)CN1, N. Product: NC(=O)C1CC(O)CN1. RXN SMILES: [CH2:1]([c:3]1[cH:4][cH:5][cH:6][cH:7][cH:10]1)[O:8][C:9](=[O:2])[CH:11]1[NH:12][CH2:13][CH:14]([OH:16])[CH2:15]1.[NH3:17]>>[O:8]=[C:9]([CH:11]1[NH:12][CH2:13][CH:14]([OH:16])[CH2:15]1)[NH2:17]. Starting materials: C=C[C@H]([C@H]1CC[C@H]2[C@@H]3CCC4=CC(CC[C@]4(C)[C@H]3CC[C@]12C)=O)C (21-methylene-20(R)-methylpregn-4-en-3-one), C(C)(C)(C)O[AlH-](OC(C)(C)C)OC(C)(C)C.[Li+] (lithium tri-t-butoxyaluminohydride), O (water), [OH-].[Na+] (sodium hydroxide), O (water), ethyl acetate hexanes. Run in C1CCOC1 (THF). Run at time 6 hour. The product is C=C[C@H]([C@H]1CC[C@H]2[C@@H]3CCC4=C[C@H](CC[C@]4(C)[C@H]3CC[C@]12C)O)C (21-Methylene-20(R)-methylpregn-4-en-3β-ol). As a reaction SMILES: [CH2:1]=[CH:2][C@@H:3]([CH3:24])[C@@H:4]1[C@:21]2([CH3:22])[C@H:7]([C@H:8]3[C@H:18]([CH2:19][CH2:20]2)[C@:16]2([CH3:17])[C:11](=[CH:12][C:13](=[O:23])[CH2:14][CH2:15]2)[CH2:10][CH2:9]3)[CH2:6][CH2:5]1.C(O[AlH-](OC(C)(C)C)OC(C)(C)C)(C)(C)C.[Li+].O.[OH-].[Na+]>C1COCC1>[CH2:1]=[CH:2][C@@H:3]([CH3:24])[C@@H:4]1[C@:21]2([CH3:22])[C@H:7]([C@H:8]3[C@H:18]([CH2:19][CH2:20]2)[C@:16]2([CH3:17])[C:11](=[CH:12][C@@H:13]([OH:23])[CH2:14][CH2:15]2)[CH2:10][CH2:9]3)[CH2:6][CH2:5]1 |f:1.2,4.5|. Reported procedure: A suspension of 21-methylene-20(R)-methylpregn-4-en-3-one (5, 100.0 mg, 0.3063 mmol) and lithium tri-t-butoxyaluminohydride (319.4 mg, 1.256 mmol) in 5 mL of anh. THF was stirred under argon for 6 h, after which water (48 μL), 15% (w/w) sodium hydroxide (48 μL), and water (143 μL) were added. The mixture was filtered through diatomaceous earth and the residue was extracted four times with 5 mL aliquots of THF. Concentration of the combined filtrates under reduced pressure and two-fold recrystall... Reactants: B, O=C(O)c1ccccc1Oc1ccc(C(F)(F)F)cc1NS(=O)(=O)c1cc(C(F)(F)F)cc(C(F)(F)F)c1, C1CCOC1. Yields the product O=S(=O)(Nc1cc(C(F)(F)F)ccc1Oc1ccccc1CO)c1cc(C(F)(F)F)cc(C(F)(F)F)c1. Reaction SMILES: [BH3:39].[F:1][C:2]([c:3]1[cH:4][c:5]([S:13](=[O:14])(=[O:15])[NH:16][c:17]2[c:18]([O:19][c:20]3[c:21]([C:22](=[O:23])[OH:24])[cH:25][cH:26][cH:27][cH:28]3)[cH:29][cH:30][c:31]([C:33]([F:34])([F:35])[F:36])[cH:32]2)[cH:6][c:7]([C:9]([F:10])([F:11])[F:12])[cH:8]1)([F:37])[F:38].[O:40]1[CH2:41][CH2:42][CH2:43][CH2:44]1>>[F:1][C:2]([c:3]1[cH:4][c:5]([S:13](=[O:14])(=[O:15])[NH:16][c:17]2[c:18]([O:19][c:20]3[c:21]([CH2:22][OH:23])[cH:25][cH:26][cH:27][cH:28]3)[cH:29][cH:30][c:31]([C:33]([F:34])([F:35])[F:36])[cH:32]2)[cH:6][c:7]([C:9]([F:10])([F:11])[F:12])[cH:8]1)([F:37])[F:38]. Starting materials: CI, CCOC(C)=O, CC(=O)O, Cn1nccc1-c1ccc(Sc2cccc(C3(C(N)=O)CCOCC3)c2F)cc1, [H-], [Na+], C1CCOC1. Yields the product CNC(=O)C1(c2cccc(Sc3ccc(-c4ccnn4C)cc3)c2F)CCOCC1. Reaction SMILES: [CH3:37][I:38].[CH3:39][CH2:40][O:41][C:42](=[O:43])[CH3:44].[CH3:45][C:46](=[O:47])[OH:48].[F:1][c:2]1[c:3]([C:21]2([C:27](=[O:28])[NH2:29])[CH2:22][CH2:23][O:24][CH2:25][CH2:26]2)[cH:4][cH:5][cH:6][c:7]1[S:8][c:9]1[cH:10][cH:11][c:12](-[c:15]2[cH:16][cH:17][n:18][n:19]2[CH3:20])[cH:13][cH:14]1.[H-:35].[Na+:36].[O:30]1[CH2:31][CH2:34][CH2:33][CH2:32]1>>[F:1][c:2]1[c:3]([C:21]2([C:27](=[O:28])[NH:29][CH3:31])[CH2:22][CH2:23][O:24][CH2:25][CH2:26]2)[cH:4][cH:5][cH:6][c:7]1[S:8][c:9]1[cH:10][cH:11][c:12](-[c:15]2[cH:16][cH:17][n:18][n:19]2[CH3:20])[cH:13][cH:14]1.